From a dataset of the Open Reaction Database (ORD), a public repository of structured organic reaction records. describe an organic reaction: reactants, conditions, products, and yield The reactants are B, C1CCOC1, CSC, Cc1ccccc1, O=C1CCCc2cc(OS(=O)(=O)C(F)(F)F)ccc21. The product is O=S(=O)(Oc1ccc2c(c1)CCCC2O)C(F)(F)F. RXN SMILES: [BH3:4].[CH2:31]1[O:32][CH2:33][CH2:34][CH2:35]1.[CH3:1][S:2][CH3:3].[CH3:24][c:25]1[cH:26][cH:27][cH:28][cH:29][cH:30]1.[O:5]=[C:6]1[c:7]2[cH:8][cH:9][c:10]([O:16][S:17](=[O:18])(=[O:19])[C:20]([F:21])([F:22])[F:23])[cH:11][c:12]2[CH2:13][CH2:14][CH2:15]1>>[OH:5][CH:6]1[c:7]2[cH:8][cH:9][c:10]([O:16][S:17](=[O:18])(=[O:19])[C:20]([F:21])([F:22])[F:23])[cH:11][c:12]2[CH2:13][CH2:14][CH2:15]1. Procedure details: 2',3'-Dihydroxy-acetophenone (7.5 g, 49 mmole) is dissolved in 303 ml dry tetrahydrofuran in a flame dried 1,000 ml three neck round bottom flask under nitrogen. The solution is treated rapidly dropwise with potassium t-butoxide (1.0 M/THF) (197 ml, 197 mmole) and is mechanically stirred vigorously as methyl-2-(4-morpholinyl)-acetate (10.2 g, 64 mmole) is added neat. The reaction mixture is heated at reflux for 48 h, is treated with a second lot of methyl-2-(4-morpholinyl)-acetate (7 g, 44 mmole... RXN SMILES: [OH:1][C:2]1[C:7]([OH:8])=[CH:6][CH:5]=[CH:4][C:3]=1[C:9](=[O:11])[CH3:10].CC(C)([O-])C.[K+].CO[C:20](=O)[CH2:21][N:22]1[CH2:27][CH2:26][O:25][CH2:24][CH2:23]1>O1CCCC1.O>[OH:8][C:7]1[C:2]2[O:1][C:20](=[CH:21][N:22]3[CH2:27][CH2:26][O:25][CH2:24][CH2:23]3)[CH2:10][C:9](=[O:11])[C:3]=2[CH:4]=[CH:5][CH:6]=1 |f:1.2|. Starting materials: COC(CN1CCOCC1)=O (methyl-2-(4-morpholinyl)-acetate), OC1=C(C=CC=C1O)C(C)=O (2',3'-Dihydroxy-acetophenone), CC(C)([O-])C.[K+] (potassium t-butoxide), COC(CN1CCOCC1)=O (methyl-2-(4-morpholinyl)-acetate), 24h. Isolated yield 68.7%. Product: OC1=CC=CC=2C(CC(OC21)=CN2CCOCC2)=O (8-Hydroxy -2-(4-morpholinylmethylene)-4H-1-benzopyran-4-one). The solvent is O (water), O1CCCC1 (tetrahydrofuran).